Dataset: the Open Reaction Database (ORD), a public repository of structured organic reaction records. Task: describe an organic reaction: reactants, conditions, products, and yield RXN SMILES: [C:1]1([CH2:7][CH2:8][CH2:9][CH2:10][CH2:11][CH2:12][CH2:13][CH2:14][CH2:15][C:16]2[CH:22]=[CH:21][C:19]([NH2:20])=[CH:18][CH:17]=2)[CH:6]=[CH:5][CH:4]=[CH:3][CH:2]=1.[C:23]([C:25]1([C:28](O)=[O:29])[CH2:27][CH2:26]1)#[N:24]>>[C:23]([C:25]1([C:28]([NH:20][C:19]2[CH:18]=[CH:17][C:16]([CH2:15][CH2:14][CH2:13][CH2:12][CH2:11][CH2:10][CH2:9][CH2:8][CH2:7][C:1]3[CH:2]=[CH:3][CH:4]=[CH:5][CH:6]=3)=[CH:22][CH:21]=2)=[O:29])[CH2:27][CH2:26]1)#[N:24]. The reactants are C1(=CC=CC=C1)CCCCCCCCCC1=CC=C(N)C=C1 (4-(9-phenylnonyl)aniline), C(#N)C1(CC1)C(=O)O (1-cyanocyclopropanecarboxylic acid). The product is C(#N)C1(CC1)C(=O)NC1=CC=C(C=C1)CCCCCCCCCC1=CC=CC=C1 (1-cyano-N-(4-(9-phenylnonyl)phenyl)cyclopropanecarboxamide). Reported procedure: General procedure E was used to convert 2.56 mmol of 17 and 3.84 mmol of 1-cyanocyclopropanecarboxylic acid to 2.40 mmol (94%) of the title compound. Yield: 93.7%. Starting materials: C(=O)[O-].[NH4+] (Ammonium formate), C(C1=CC=CC=C1)N1C=NC(=C1C)CC1CCC=2N(C3=CC=CC=C3C2CN(C)C)C1=O (7-[(1-benzyl-5-methyl-1H-imidazol-4-yl)methyl]-10-[(dimethylamino)methyl]-8,9-dihydropyrido[1,2-a]indol-6(7H)-one), C(=O)[O-].[NH4+] (ammonium formate). Reagents/catalysts: [Pd] (palladium on carbon), [Pd] (palladium on carbon). Solvent: C(C)O (ethanol), O (water), O1CCCC1 (tetrahydrofuran), C(C)O (ethanol), O (water). Reaction conditions: temperature 75 celsius, time 20 minute. Yields the product CC1=C2N(C3=CC=CC=C13)C(C(CC2)CC=2N=CNC2C)=O (8,9-dihydro-10-methyl-7-[(5-methyl-1H-imidazol-4-yl)methyl]pyrido[1,2-a]indol-6(7H)-one). Isolated yield 73.0%. As a reaction SMILES: C([N:8]1[C:12]([CH3:13])=[C:11]([CH2:14][CH:15]2[C:31](=[O:32])[N:19]3[C:20]4[C:25]([C:26]([CH2:27]N(C)C)=[C:18]3[CH2:17][CH2:16]2)=[CH:24][CH:23]=[CH:22][CH:21]=4)[N:10]=[CH:9]1)C1C=CC=CC=1.C([O-])=O.[NH4+]>[Pd].C(O)C.O.O1CCCC1>[CH3:27][C:26]1[C:25]2[C:20](=[CH:21][CH:22]=[CH:23][CH:24]=2)[N:19]2[C:31](=[O:32])[CH:15]([CH2:14][C:11]3[N:10]=[CH:9][NH:8][C:12]=3[CH3:13])[CH2:16][CH2:17][C:18]=12 |f:1.2|. Procedure: A mixture of 7-[(1-benzyl-5-methyl-1H-imidazol-4-yl)methyl]-10-[(dimethylamino)methyl]-8,9-dihydropyrido[1,2-a]indol-6(7H)-one (215 mg), ammonium formate (318 mg), 10% palladium on carbon (107 mg), water (1 ml), ethanol (2 ml), and tetrahydrofuran (1 ml) was heated at 75° C. for 40 minutes and then cooled. Ammonium formate (300 mg), 10% palladium on carbon (110 mg), water (1 ml), and ethanol (2 ml) were added successively to the reaction mixture. Heating at 75° C. was continued for further 1 hou... Starting materials: C1(=CC=CC=C1)C(N1CCN(CC1)CC(=O)C1=C(C(=C(C=C1)OC)OC)OC)C1=CC=CC=C1 (2-(4-diphenylmethylpiperazinyl)-1-(2,3,4-trimethoxyphenyl)ethanone), resultant mixture, aqueous saturated solution, [Cl-].[NH4+] (ammonium chloride), C(C)O (ethanol), [BH4-].[Na+] (sodium borohydride). Run in C(Cl)(Cl)Cl (chloroform), O (water). Yields the product C1(=CC=CC=C1)C(N1CCN(CC1)CC(O)C1=C(C(=C(C=C1)OC)OC)OC)C1=CC=CC=C1 (2-(4-diphenylmethylpiperazinyl)-1-(2,3,4-trimethoxyphenyl)ethanol). Isolated yield 69.9%. RXN SMILES: [C:1]1([CH:7]([C:29]2[CH:34]=[CH:33][CH:32]=[CH:31][CH:30]=2)[N:8]2[CH2:13][CH2:12][N:11]([CH2:14][C:15]([C:17]3[CH:22]=[CH:21][C:20]([O:23][CH3:24])=[C:19]([O:25][CH3:26])[C:18]=3[O:27][CH3:28])=[O:16])[CH2:10][CH2:9]2)[CH:6]=[CH:5][CH:4]=[CH:3][CH:2]=1.C(O)C.[BH4-].[Na+].[Cl-].[NH4+]>O.C(Cl)(Cl)Cl>[C:29]1([CH:7]([C:1]2[CH:2]=[CH:3][CH:4]=[CH:5][CH:6]=2)[N:8]2[CH2:13][CH2:12][N:11]([CH2:14][CH:15]([C:17]3[CH:22]=[CH:21][C:20]([O:23][CH3:24])=[C:19]([O:25][CH3:26])[C:18]=3[O:27][CH3:28])[OH:16])[CH2:10][CH2:9]2)[CH:30]=[CH:31][CH:32]=[CH:33][CH:34]=1 |f:2.3,4.5|. Procedure: 13.8 g (30 mmol) of 2-(4-diphenylmethylpiperazinyl)-1-(2,3,4-trimethoxyphenyl)ethanone was dissolved in a mixed solvent consisting of 100 ml of ethanol and 30 ml of chloroform, followed by addition of 2.27 g (60 mmol) of sodium borohydride under ice-cooled conditions over 20 minutes. The resultant mixture was stirred at room temperature for 2 hours, followed by addition of 50 ml of an aqueous saturated solution of ammonium chloride and by further addition of 100 ml of water. The resultant mixtur... Reactants: N1=C(C=CC=C1)NCC1(CCOCC1)C1=CC=C(C=C1)O (4-{4-[(pyridin-2-ylamino)methyl]tetrahydro-2H-pyran-4-yl}phenol), C(C)N1CCC(CC1)O (1-ethylpiperidin-4-ol), C1(=CC=CC=C1)P(C1=CC=CC=C1)C1=CC=CC=C1 (triphenylphosphine), N(=NC(=O)OC(C)C)C(=O)OC(C)C (diisopropyl azodicarboxylate). Run in C1CCOC1 (THF). Run at time 10 minute. Yields the product C(C)N1CCC(CC1)OC1=CC=C(C=C1)C1(CCOCC1)CNC1=NC=CC=C1 (N-[(4-{4-[(1-ethylpiperidin-4-yl)oxy]phenyl}tetrahydro-2H-pyran-4-yl)methyl]pyridin-2-amine). Yield: 2.6%. As a reaction SMILES: [N:1]1[CH:6]=[CH:5][CH:4]=[CH:3][C:2]=1[NH:7][CH2:8][C:9]1([C:15]2[CH:20]=[CH:19][C:18]([OH:21])=[CH:17][CH:16]=2)[CH2:14][CH2:13][O:12][CH2:11][CH2:10]1.[CH2:22]([N:24]1[CH2:29][CH2:28][CH:27](O)[CH2:26][CH2:25]1)[CH3:23].C1(P(C2C=CC=CC=2)C2C=CC=CC=2)C=CC=CC=1.N(C(OC(C)C)=O)=NC(OC(C)C)=O>C1COCC1>[CH2:22]([N:24]1[CH2:29][CH2:28][CH:27]([O:21][C:18]2[CH:19]=[CH:20][C:15]([C:9]3([CH2:8][NH:7][C:2]4[CH:3]=[CH:4][CH:5]=[CH:6][N:1]=4)[CH2:10][CH2:11][O:12][CH2:13][CH2:14]3)=[CH:16][CH:17]=2)[CH2:26][CH2:25]1)[CH3:23]. Reported procedure: To a solution of 4-{4-[(pyridin-2-ylamino)methyl]tetrahydro-2H-pyran-4-yl}phenol (250 mg, 0.881 mmol), 1-ethylpiperidin-4-ol (103 mg, 0.8 mmol) and triphenylphosphine (231 mg, 0.881 mmol) in THF (5 ml) at 0° C. under nitrogen was added dropwise diisopropyl azodicarboxylate (95% solution, 183 μl, 0.881 mmol). Reaction was stirred for 10 minutes then warmed to room temperature for 72 hours until complete. THF was removed in vacuo and the residue partitioned between ethyl acetate (50 ml) and satura... The reactants are O=C([O-])[O-], C=C(C)CCl, C=C(C)COc1ccc(F)c(F)c1C(=O)O, [K+], [K+], CN(C)C=O. The product is C=C(C)COC(=O)c1c(OCC(=C)C)ccc(F)c1F. RXN SMILES: [C:22](=[O:23])([O-:24])[O-:25].[Cl:17][CH2:18][C:19](=[CH2:20])[CH3:21].[F:1][c:2]1[c:3]([C:4](=[O:5])[OH:6])[c:7]([O:12][CH2:13][C:14](=[CH2:15])[CH3:16])[cH:8][cH:9][c:10]1[F:11].[K+:26].[K+:27].[O:28]=[CH:29][N:30]([CH3:31])[CH3:32]>>[F:1][c:2]1[c:3]([C:4](=[O:5])[O:6][CH2:20][C:19](=[CH2:18])[CH3:21])[c:7]([O:12][CH2:13][C:14](=[CH2:15])[CH3:16])[cH:8][cH:9][c:10]1[F:11]. The reactants are FC=1C=C(C=CC1)C=1NC(=C(N1)C=1C=NC=CC1)CO (2-(3-fluorophenyl)-5-hydroxymethyl-4-(3-pyridyl)imidazole), S(=O)(Cl)Cl (thionyl chloride). Run in C(Cl)Cl (methylene chloride). The product is crude product, Cl.Cl.FC=1C=C(C=CC1)C=1NC(=C(N1)C=1C=NC=CC1)CCl (2-(3-fluorophenyl)-5-chloromethyl-4-(3-pyridyl)imidazole dihydrochloride). As a reaction SMILES: [F:1][C:2]1[CH:3]=[C:4]([C:8]2[NH:9][C:10]([CH2:19]O)=[C:11]([C:13]3[CH:14]=[N:15][CH:16]=[CH:17][CH:18]=3)[N:12]=2)[CH:5]=[CH:6][CH:7]=1.S(Cl)([Cl:23])=O>C(Cl)Cl>[ClH:23].[ClH:23].[F:1][C:2]1[CH:3]=[C:4]([C:8]2[NH:9][C:10]([CH2:19][Cl:23])=[C:11]([C:13]3[CH:14]=[N:15][CH:16]=[CH:17][CH:18]=3)[N:12]=2)[CH:5]=[CH:6][CH:7]=1 |f:3.4.5|. Reported procedure: To a solution of 2-(3-fluorophenyl)-5-hydroxymethyl-4-(3-pyridyl)imidazole (389 mg) in methylene chloride (10 ml) was added thionyl chloride (10 ml), and the mixture was refluxed for one hour. After cooling, the reaction mixture was concentrated under reduced pressure to obtain a crude product of 2-(3-fluorophenyl)-5-chloromethyl-4-(3-pyridyl)imidazole dihydrochloride (508 mg) as colorless powder. The reactants are COC([C@@H](NC(=O)C1(CCCC1)CC1=CC=CC=C1)CC1=CC=C(C=C1)[N+](=O)[O-])=O (4-nitro-N-[[1-(phenylmethyl)cyclopentyl]carbonyl]-L-phenylalanine methyl ester), Pd(C.). Solvent: C(C)O (ethanol). Yields the product COC([C@@H](NC(=O)C1(CCCC1)CC1=CC=CC=C1)CC1=CC=C(C=C1)N)=O (4-amino-N-[[1-(phenylmethyl)cyclopentyl]carbonyl]-L-phenylalanine methyl ester). The yield is 99.3%. Reaction SMILES: [CH3:1][O:2][C:3](=[O:30])[C@H:4]([CH2:20][C:21]1[CH:26]=[CH:25][C:24]([N+:27]([O-])=O)=[CH:23][CH:22]=1)[NH:5][C:6]([C:8]1([CH2:13][C:14]2[CH:19]=[CH:18][CH:17]=[CH:16][CH:15]=2)[CH2:12][CH2:11][CH2:10][CH2:9]1)=[O:7]>C(O)C>[CH3:1][O:2][C:3](=[O:30])[C@H:4]([CH2:20][C:21]1[CH:26]=[CH:25][C:24]([NH2:27])=[CH:23][CH:22]=1)[NH:5][C:6]([C:8]1([CH2:13][C:14]2[CH:19]=[CH:18][CH:17]=[CH:16][CH:15]=2)[CH2:12][CH2:11][CH2:10][CH2:9]1)=[O:7]. Procedure details: A solution of 4-nitro-N-[[1-(phenylmethyl)cyclopentyl]carbonyl]-L-phenylalanine methyl ester (185 mg, 0.45 mmol) in 10 mL of ethanol was hydrogenated at atmospheric pressure over 47 mg of 10% Pd(C.) for 3 hours. The reaction mixture was filtered through a pad of celite and evaporated to dryness to give 4-amino-N-[[1-(phenylmethyl)cyclopentyl]carbonyl]-L-phenylalanine methyl ester (170 mg, 99%) of as a white solid suitable for use in the next step. Reactants: CCOC(C)=O, C[O-], CO, Clc1cc(Cl)nc(Cl)c1, [Na+], O. The product is COc1cc(Cl)nc(Cl)c1. Reaction SMILES: [C:14]([O:15][CH2:17][CH3:18])(=[O:16])[CH3:19].[CH3:10][O-:11].[CH3:20][OH:21].[Cl:1][c:2]1[n:3][c:4]([Cl:9])[cH:5][c:6]([Cl:8])[cH:7]1.[Na+:12].[OH2:13]>>[Cl:1][c:2]1[n:3][c:4]([Cl:9])[cH:5][c:6]([O:16][CH3:14])[cH:7]1.